This data is from the Open Reaction Database (ORD), a public repository of structured organic reaction records. The task is: describe an organic reaction: reactants, conditions, products, and yield The reactants are CCCCP(CCCC)CCCC, CC(C)N1CCC(O)CC1, O=C(N=NC(=O)N1CCCCC1)N1CCCCC1, CC1CNC(=O)c2cc3cc(O)ccc3n21. The product is CC(C)N1CCC(Oc2ccc3c(c2)cc2n3C(C)CNC2=O)CC1. As a reaction SMILES: [CH2:27]([P:28]([CH2:29][CH2:30][CH2:31][CH3:32])[CH2:33][CH2:34][CH2:35][CH3:36])[CH2:37][CH2:38][CH3:39].[CH:17]([CH3:18])([CH3:19])[N:20]1[CH2:21][CH2:22][CH:23]([OH:26])[CH2:24][CH2:25]1.[N:40]([C:41]([N:42]1[CH2:43][CH2:44][CH2:45][CH2:46][CH2:47]1)=[O:48])=[N:49][C:50]([N:51]1[CH2:52][CH2:53][CH2:54][CH2:55][CH2:56]1)=[O:57].[OH:1][c:2]1[cH:3][c:4]2[cH:5][c:6]3[n:7]([c:8]2[cH:9][cH:10]1)[CH:11]([CH3:16])[CH2:12][NH:13][C:14]3=[O:15]>>[O:1]([c:2]1[cH:3][c:4]2[cH:5][c:6]3[n:7]([c:8]2[cH:9][cH:10]1)[CH:11]([CH3:16])[CH2:12][NH:13][C:14]3=[O:15])[CH:23]1[CH2:22][CH2:21][N:20]([CH:17]([CH3:18])[CH3:19])[CH2:25][CH2:24]1. As a reaction SMILES: [CH3:1][C:2]([CH3:8])([CH3:7])[CH2:3][C:4](Cl)=[O:5].[Br:9][C:10]1[CH:15]=[CH:14][C:13](N)=[C:12]([Cl:17])[CH:11]=1.O.C(#[N:21])C>>[Br:9][C:10]1[CH:15]=[CH:14][C:13]([CH:3]([C:2]([CH3:8])([CH3:7])[CH3:1])[C:4]([NH2:21])=[O:5])=[C:12]([Cl:17])[CH:11]=1. Starting materials: CC(CC(=O)Cl)(C)C (3,3-Dimethylbutanoyl chloride), BrC1=CC(=C(C=C1)N)Cl (4-Bromo-2-chloro-phenylamine), C(C)#N (acetonitrile), O (Water). Isolated yield 72.0%. Conditions: time 8 hour. The product is BrC1=CC(=C(C=C1)C(C(=O)N)C(C)(C)C)Cl (4-Bromo-2-chloro-phenyl-3,3-dimethyl-butanamide). Reported procedure: 3,3-Dimethylbutanoyl chloride (717 mg, 0.74 mL, 5.32 mmol) was added to a solution of 4-Bromo-2-chloro-phenylamine (1.0 g, 4.84 mmol) in acetonitrile (10 mL). The reaction mixture was stirred at room temperature overnight. Water was added to the mixture and the precipitate formed collected to give the title compound as a powder (1.04 g, 72% yield). Reactants: ClCCl, CCc1nc(C(=O)N2CCOC3(CCN(Cc4cccc(CCOCCC(=O)OC(C)(C)C)c4Cl)CC3)C2)cs1, O=C(O)C(F)(F)F. Product: CCc1nc(C(=O)N2CCOC3(CCN(Cc4cccc(CCOCCC(=O)O)c4Cl)CC3)C2)cs1. Reaction SMILES: [Cl:48][CH2:49][Cl:50].[Cl:8][c:9]1[c:10]([CH2:11][CH2:12][O:13][CH2:14][CH2:15][C:16](=[O:17])[O:18][C:19]([CH3:20])([CH3:21])[CH3:22])[cH:23][cH:24][cH:25][c:26]1[CH2:27][N:28]1[CH2:29][CH2:30][C:31]2([CH2:32][N:33]([C:37](=[O:38])[c:39]3[n:40][c:41]([CH2:44][CH3:45])[s:42][cH:43]3)[CH2:34][CH2:35][O:36]2)[CH2:46][CH2:47]1.[F:1][C:2]([F:3])([F:4])[C:5]([OH:6])=[O:7]>>[Cl:8][c:9]1[c:10]([CH2:11][CH2:12][O:13][CH2:14][CH2:15][C:16](=[O:17])[OH:18])[cH:23][cH:24][cH:25][c:26]1[CH2:27][N:28]1[CH2:29][CH2:30][C:31]2([CH2:32][N:33]([C:37](=[O:38])[c:39]3[n:40][c:41]([CH2:44][CH3:45])[s:42][cH:43]3)[CH2:34][CH2:35][O:36]2)[CH2:46][CH2:47]1. The reactants are CCN(C(C)C)C(C)C, ClCCl, Cl, Cl, CC(C)(C)Cc1ccc2c(c1)C(NCC(O)C(N)Cc1cccc(F)c1)CC(C)(C)N2, CC(=O)n1ccnc1. The product is CC(=O)NC(Cc1cccc(F)c1)C(O)CNC1CC(C)(C)Nc2ccc(CC(C)(C)C)cc21. RXN SMILES: [CH2:34]([N:35]([CH:36]([CH3:37])[CH3:38])[CH:39]([CH3:40])[CH3:41])[CH3:42].[Cl:43][CH2:44][Cl:45].[ClH:1].[ClH:2].[NH2:3][CH:4]([CH:5]([CH2:6][NH:7][CH:8]1[CH2:9][C:10]([CH3:23])([CH3:24])[NH:11][c:12]2[cH:13][cH:14][c:15]([CH2:18][C:19]([CH3:20])([CH3:21])[CH3:22])[cH:16][c:17]21)[OH:25])[CH2:26][c:27]1[cH:28][c:29]([F:33])[cH:30][cH:31][cH:32]1.[n:46]1([C:51]([CH3:52])=[O:53])[cH:47][cH:48][n:49][cH:50]1>>[NH:3]([CH:4]([CH:5]([CH2:6][NH:7][CH:8]1[CH2:9][C:10]([CH3:23])([CH3:24])[NH:11][c:12]2[cH:13][cH:14][c:15]([CH2:18][C:19]([CH3:20])([CH3:21])[CH3:22])[cH:16][c:17]21)[OH:25])[CH2:26][c:27]1[cH:28][c:29]([F:33])[cH:30][cH:31][cH:32]1)[C:51]([CH3:52])=[O:53].